From a dataset of the Open Reaction Database (ORD), a public repository of structured organic reaction records. describe an organic reaction: reactants, conditions, products, and yield Reactants: C(CCC)OC1=NC(=C2N=C(N(C2=N1)CCCC1NCCCC1)OC)N (2-(Butyloxy)-8-(methyloxy)-9-[3-(2-piperidinyl)propyl]-9H-purin-6-amine), NC1=C2N=C(N(C2=NC(=N1)OCCCC)CC1CN(CCC1)C(=O)OCC1=CC=CC=C1)OC (phenylmethyl 3-{[6-amino-2-(butyloxy)-8-(methyloxy)-9H-purin-9-yl]methyl}-1-piperidinecarboxylate). The product is C(CCC)OC1=NC(=C2N=C(N(C2=N1)CC1CNCCC1)OC)N (2-(Butyloxy)-8-(methyloxy)-9-(3-piperidinylmethyl)-9H-purin-6-amine). As a reaction SMILES: C(OC1N=C2C(N=C(OC)N2CCCC2CCCCN2)=C(N)N=1)CCC.[NH2:27][C:28]1[N:36]=[C:35]([O:37][CH2:38][CH2:39][CH2:40][CH3:41])[N:34]=[C:33]2[C:29]=1[N:30]=[C:31]([O:59][CH3:60])[N:32]2[CH2:42][CH:43]1[CH2:48][CH2:47][CH2:46][N:45](C(OCC2C=CC=CC=2)=O)[CH2:44]1>>[CH2:38]([O:37][C:35]1[N:34]=[C:33]2[C:29]([N:30]=[C:31]([O:59][CH3:60])[N:32]2[CH2:42][CH:43]2[CH2:48][CH2:47][CH2:46][NH:45][CH2:44]2)=[C:28]([NH2:27])[N:36]=1)[CH2:39][CH2:40][CH3:41]. Procedure: Prepared similarly to Intermediate 32 from phenylmethyl 3-{[6-amino-2-(butyloxy)-8-(methyloxy)-9H-purin-9-yl]methyl}-1-piperidinecarboxylate. Starting materials: O (water), C(CC)C(CCCBr)CCC (4-propylheptyl bromide), CC(C)(C)[O-].[K+] (t-BuOK). The solvent is C1=CC=CC=C1 (benzene), CS(=O)C (DMSO). Conditions: time 2 hour. Product: C(CC)C(CC=C)CCC (4-propyl-1-heptene). As a reaction SMILES: [CH2:1]([CH:4]([CH2:9][CH2:10][CH3:11])[CH2:5][CH2:6][CH2:7]Br)[CH2:2][CH3:3].CC([O-])(C)C.[K+].O>C1C=CC=CC=1.CS(C)=O>[CH2:5]([CH:4]([CH2:9][CH2:10][CH3:11])[CH2:1][CH:2]=[CH2:3])[CH2:6][CH3:7] |f:1.2|. Reported procedure: To 100 g of 4-propylheptyl bromide in 400 ml of benzene was added 90 g of t-BuOK in 300 ml of DMSO. The temperature was kept below 50° C. during the addition. The mixture was stirred for 2 hrs and 600 ml of water was added. The organic phase was separated and the aqueous phase extracted with petroleumether (b.p. 40°-60°). The combined organic phases were washed with water and brine. After drying with Na2SO4 and evaporation the residue was distilled. Yield: 23.2 g (b.p. 56°-59° C. /75 Torr). 1H-N...